From a dataset of the Open Reaction Database (ORD), a public repository of structured organic reaction records. describe an organic reaction: reactants, conditions, products, and yield Starting materials: CC1(NC(CC(NC1)=O)(C)C)C (2,2,7,7 -tetramethyl-1,4-diazacycloheptan-5-one), C(C)N=C=O (ethylisocyanate). Yields the product 20, C(C)NC(=O)N1CC(NC(CC1=O)(C)C)(C)C (4-ethylcarbamoyl-2,2,7,7-tetramethyl-1,4diazacycloheptan-5-one). RXN SMILES: [CH3:1][C:2]1([CH3:12])[CH2:8][NH:7][C:6](=[O:9])[CH2:5][C:4]([CH3:11])([CH3:10])[NH:3]1.[CH2:13]([N:15]=[C:16]=[O:17])[CH3:14]>>[CH2:13]([NH:15][C:16]([N:7]1[C:6](=[O:9])[CH2:5][C:4]([CH3:11])([CH3:10])[NH:3][C:2]([CH3:12])([CH3:1])[CH2:8]1)=[O:17])[CH3:14]. Procedure: Using the same conditions as in Example 4, 17 parts of 2,2,7,7 -tetramethyl-1,4-diazacycloheptan-5-one and 8 parts of ethylisocyanate afforded an almost colourless oil which was distilled in vacuo to yield 20 parts of 4-ethylcarbamoyl-2,2,7,7-tetramethyl-1,4diazacycloheptan-5-one of boiling point 103° - 107°C at 1mm pressure. This material gave the following elemental analysis by weight: Starting materials: C(=O)C1=CC(C(C=N1)OCC1=CC=C(C=C1)OC)=O (6-formyl-3-(p-methoxybenzyl)oxy-4-pyridone), C(C)(=O)OC(C)=O (acetic anhydride). Run in C(Cl)Cl (methylene chloride), N1=CC=CC=C1 (pyridine). Run at time 2 hour. Product: C(C)(=O)OC1=C(C=NC(=C1)C=O)OCC1=CC=C(C=C1)OC (4-acetoxy-6-formyl-3-(p-methoxybenzyl)oxypyridine). Isolated yield 547.3%. As a reaction SMILES: [CH:1]([C:3]1[N:8]=[CH:7][CH:6]([O:9][CH2:10][C:11]2[CH:16]=[CH:15][C:14]([O:17][CH3:18])=[CH:13][CH:12]=2)[C:5](=[O:19])[CH:4]=1)=[O:2].[C:20](OC(=O)C)(=[O:22])[CH3:21]>N1C=CC=CC=1.C(Cl)Cl>[C:20]([O:19][C:5]1[CH:4]=[C:3]([CH:1]=[O:2])[N:8]=[CH:7][C:6]=1[O:9][CH2:10][C:11]1[CH:16]=[CH:15][C:14]([O:17][CH3:18])=[CH:13][CH:12]=1)(=[O:22])[CH3:21]. Reported procedure: To a solution of 0.05 g of 6-formyl-3-(p-methoxybenzyl)oxy-4-pyridone in 5 ml of pyridine is added 0.133 g of acetic anhydride, and the mixture is stirred for 2 hours. The reaction mixture is condensed under reduced pressure, and the residue is dissolved in 20 ml of methylene chloride, washed with water, 5% aqueous potassium hydrogen sulfatge solution and 7% aqueous sodium hydrogen carbonatge solution in this sequence, dried over magnesium sulfate, and condensed to dryness under reduced pressure...